Task: describe an organic reaction: reactants, conditions, products, and yield. Dataset: the Open Reaction Database (ORD), a public repository of structured organic reaction records Reactants: C1(CCCCCCN1)=O (enantholactam), P(=O)(Cl)(Cl)Cl (phosphorous oxychloride), C(CCCCCCCCCCC)N (dodecylamine). Solvent: C1=CC=CC=C1 (benzene). Run at time 1 hour. The product is C(CCCCCCCCCCC)N=C1NCCCCCC1 (2-dodecyliminooctahydroazocine). As a reaction SMILES: [C:1]1(=O)[NH:8][CH2:7][CH2:6][CH2:5][CH2:4][CH2:3][CH2:2]1.P(Cl)(Cl)(Cl)=O.[CH2:15]([NH2:27])[CH2:16][CH2:17][CH2:18][CH2:19][CH2:20][CH2:21][CH2:22][CH2:23][CH2:24][CH2:25][CH3:26]>C1C=CC=CC=1>[CH2:15]([N:27]=[C:1]1[CH2:2][CH2:3][CH2:4][CH2:5][CH2:6][CH2:7][NH:8]1)[CH2:16][CH2:17][CH2:18][CH2:19][CH2:20][CH2:21][CH2:22][CH2:23][CH2:24][CH2:25][CH3:26]. Procedure: To 28.3 g (0.223 mole) of an enantholactam in 250 ml of benzene is added 34.1 g (0.223 mole) of phosphorous oxychloride over 30 minutes. The mixture is stirred at room temperature for 4 hours after which 41.2 g (0.223 mole) of dodecylamine is added. The reaction mixture is stirred at room temperature for 1 hour and refluxed for 4 hours then allowed to stand overnight. The resulting precipitate is washed with benzene, and the benzene wash is extracted with aqueous 2 N hydrochloric acid and combin... The reactants are C(C(=O)Cl)(=O)Cl (oxalyl chloride), C(=O)(O)CCCCCCC=1C(CCC1)=O (2-(6-carboxyhexyl)-cyclopent-2-en-1-one), [Na] (sodium). The solvent is O1CCCC1 (tetrahydrofuran), O1CCCC1 (tetrahydrofuran), CCOCC (ether). Run at temperature 0 celsius, time 15 minute. The product is ClC(=O)CCCCCCC=1C(CCC1)=O (2-[6-(chloroformyl)hexyl]cyclopent-2-en-1-one). Reaction SMILES: [Na].[C:2]([CH2:5][CH2:6][CH2:7][CH2:8][CH2:9][CH2:10][C:11]1[C:12](=[O:16])[CH2:13][CH2:14][CH:15]=1)(O)=[O:3].C(Cl)(=O)C([Cl:20])=O>O1CCCC1.CCOCC>[Cl:20][C:2]([CH2:5][CH2:6][CH2:7][CH2:8][CH2:9][CH2:10][C:11]1[C:12](=[O:16])[CH2:13][CH2:14][CH:15]=1)=[O:3] |^1:0|. Reported procedure: To a suspension of 1.94 g (0.08 mol) of sodium hydri in 100 ml of tetrahydrofuran is added with stirring under argo dropwise a solution of 17 g (0.08 mol) of 2-(6-carboxyhexyl)-cyclopent-2-en-1-one in 160 ml of tetrahydrofuran. After the addition is complete, the mixture is stirred for 1 hour 15 minutes. The mixture is cooled to 0° C. and 13 ml of oxalyl chloride is added. The mixture is stirred at 0° C. for 30 minutes and at room temperature for 30 minutes. The solution is diluted with 500 ml o... Reactants: C(C)(C)(C)OC(=O)NCCCCCCO (6-tert-butoxycarbonylamino-1-hexanol), C[N+]1(CCOCC1)[O-] (N-methylmorpholine-N-oxide). Reagents/catalysts: [Ru](=O)(=O)(=O)[O-].C(CC)[N+](CCC)(CCC)CCC (tetrapropylammonium perruthenate). Run in C(Cl)Cl (methylene chloride). The product is C(C)(C)(C)OC(=O)NCCCCCC=O (6-tert-Butoxycarbonylaminohexanal). Isolated yield 66.6%. RXN SMILES: [C:1]([O:5][C:6]([NH:8][CH2:9][CH2:10][CH2:11][CH2:12][CH2:13][CH2:14][OH:15])=[O:7])([CH3:4])([CH3:3])[CH3:2].C[N+]1([O-])CCOCC1>C(Cl)Cl.[Ru]([O-])(=O)(=O)=O.C([N+](CCC)(CCC)CCC)CC>[C:1]([O:5][C:6]([NH:8][CH2:9][CH2:10][CH2:11][CH2:12][CH2:13][CH:14]=[O:15])=[O:7])([CH3:4])([CH3:3])[CH3:2] |f:3.4|. Procedure: A solution of 1.0 g of 6-tert-butoxycarbonylamino-1-hexanol in 20 mL of methylene chloride was combined with 3 g of a 4 angstrom molecular sieve, 808 mg of N-methylmorpholine-N-oxide and a catalytic amount of tetrapropylammonium perruthenate, and stirred for 24 hours. The reaction solution was filtered through Celite, and concentrated. The residue was purified by column chromatography on silica gel (n-hexane:ethyl acetate=2:1) to obtain 660 mg of the desirable compound. Starting materials: CCOC1=C(Br)C(=O)CC1, Cc1ccccc1, CCO, [K+], [K+], O=C([O-])[O-], O=C(C=Cc1ccccc1)C=Cc1ccccc1, O=C(C=Cc1ccccc1)C=Cc1ccccc1, O=C(C=Cc1ccccc1)C=Cc1ccccc1, O, OB(O)c1ccc(F)cc1, [Pd], [Pd], c1ccc(P(c2ccccc2)c2ccccc2)cc1, c1ccccc1. Yields the product CCOC1=C(c2ccc(F)cc2)C(=O)CC1. Reaction SMILES: [Br:1][C:2]1=[C:6]([O:7][CH2:8][CH3:9])[CH2:5][CH2:4][C:3]1=[O:10].[CH3:46][c:47]1[cH:48][cH:49][cH:50][cH:51][cH:52]1.[CH3:60][CH2:61][OH:62].[K+:11].[K+:12].[O-:13][C:14]([O-:15])=[O:16].[O:101]=[C:102]([CH:103]=[CH:104][c:105]1[cH:106][cH:107][cH:108][cH:109][cH:110]1)[CH:111]=[CH:112][c:113]1[cH:114][cH:115][cH:116][cH:117][cH:118]1.[O:65]=[C:66]([CH:67]=[CH:68][c:69]1[cH:70][cH:71][cH:72][cH:73][cH:74]1)[CH:75]=[CH:76][c:77]1[cH:78][cH:79][cH:80][cH:81][cH:82]1.[O:83]=[C:84]([CH:85]=[CH:86][c:87]1[cH:88][cH:89][cH:90][cH:91][cH:92]1)[CH:93]=[CH:94][c:95]1[cH:96][cH:97][cH:98][cH:99][cH:100]1.[OH2:59].[OH:17][B:18]([OH:19])[c:20]1[cH:21][cH:22][c:23]([F:24])[cH:25][cH:26]1.[Pd:63].[Pd:64].[c:27]1([P:28]([c:29]2[cH:30][cH:31][cH:32][cH:33][cH:34]2)[c:35]2[cH:36][cH:37][cH:38][cH:39][cH:40]2)[cH:41][cH:42][cH:43][cH:44][cH:45]1.[cH:53]1[cH:54][cH:55][cH:56][cH:57][cH:58]1>>[C:2]1([c:20]2[cH:21][cH:22][c:23]([F:24])[cH:25][cH:26]2)=[C:6]([O:7][CH2:8][CH3:9])[CH2:5][CH2:4][C:3]1=[O:10].